From a dataset of the Open Reaction Database (ORD), a public repository of structured organic reaction records. describe an organic reaction: reactants, conditions, products, and yield The reactants are [Al+3], CCOC(=O)c1cncn1-c1ccc(Br)cc1, C1CCOC1, [H-], [H-], [H-], [H-], [Li+]. Yields the product OCc1cncn1-c1ccc(Br)cc1. As a reaction SMILES: [Al+3:19].[Br:1][c:2]1[cH:3][cH:4][c:5](-[n:8]2[cH:9][n:10][cH:11][c:12]2[C:13](=[O:14])[O:15][CH2:16][CH3:17])[cH:6][cH:7]1.[CH2:24]1[O:25][CH2:26][CH2:27][CH2:28]1.[H-:18].[H-:21].[H-:22].[H-:23].[Li+:20]>>[Br:1][c:2]1[cH:3][cH:4][c:5](-[n:8]2[cH:9][n:10][cH:11][c:12]2[CH2:13][OH:14])[cH:6][cH:7]1.